Dataset: the Open Reaction Database (ORD), a public repository of structured organic reaction records. Task: describe an organic reaction: reactants, conditions, products, and yield Starting materials: C(C)(C)(C)OC(NC1CCNCC1)=O (piperidin-4-yl-carbamic acid tert-butyl ester), C(#N)[BH3-].[Na+] (Sodium cyanoborohydride), ClC1=C(C=C(C=O)C=C1)OCC (4-chloro-3-ethoxy-benzaldehyde), ClC1=C(C=C(C=O)C=C1)OCC (4-chloro-3-ethoxy-benzaldehyde), C(C)(=O)O (acetic acid). Run in C(C)O (ethanol), C(C)O (ethanol). Conditions: temperature 100 celsius. The product is C(C)(C)(C)OC(NC1CCN(CC1)CC1=CC(=C(C=C1)Cl)OCC)=O ([1-(4-Chloro-3-ethoxy-benzyl)-piperidin-4-yl]-carbamic acid tert-butyl ester). RXN SMILES: [C:1]([O:5][C:6](=[O:14])[NH:7][CH:8]1[CH2:13][CH2:12][NH:11][CH2:10][CH2:9]1)([CH3:4])([CH3:3])[CH3:2].[Cl:15][C:16]1[CH:23]=[CH:22][C:19]([CH:20]=O)=[CH:18][C:17]=1[O:24][CH2:25][CH3:26].C(O)(=O)C.C([BH3-])#N.[Na+]>C(O)C>[C:1]([O:5][C:6](=[O:14])[NH:7][CH:8]1[CH2:13][CH2:12][N:11]([CH2:20][C:19]2[CH:22]=[CH:23][C:16]([Cl:15])=[C:17]([O:24][CH2:25][CH3:26])[CH:18]=2)[CH2:10][CH2:9]1)([CH3:4])([CH3:2])[CH3:3] |f:3.4|. Procedure details: A mixture of piperidin-4-yl-carbamic acid tert-butyl ester (5.0 g, 25.0 mmol, 1.0 equiv; commercially available), 4-chloro-3-ethoxy-benzaldehyde (5.54 g, 30.0 mmol, 1.2 equiv; intermediate E2, vide infra) and acetic acid (5.7 mL, 6.01 g, 100.0 mmol, 4.0 equiv) in ethanol (25 mL) was heated by microwave irradiation to 100° C. for 5 min. Sodium cyanoborohydride (3.14 g, 50.0 mmol, 2.0 equiv), dissolved in ethanol (10 mL), was added and the reaction mixture heated by microwave irradiation to 100° C... Reactants: CS(=O)(=O)CCCO, CCCCNc1nc(N)nc(C)c1Cc1ccc(CC(=O)O)cc1OC. Product: CCCCNc1nc(N)nc(C)c1Cc1ccc(CC(=O)OCCCS(C)(=O)=O)cc1OC. As a reaction SMILES: [CH3:27][S:28](=[O:29])(=[O:30])[CH2:31][CH2:32][CH2:33][OH:34].[NH2:1][c:2]1[n:3][c:4]([CH3:26])[c:5]([CH2:13][c:14]2[c:15]([O:24][CH3:25])[cH:16][c:17]([CH2:20][C:21](=[O:22])[OH:23])[cH:18][cH:19]2)[c:6]([NH:8][CH2:9][CH2:10][CH2:11][CH3:12])[n:7]1>>[NH2:1][c:2]1[n:3][c:4]([CH3:26])[c:5]([CH2:13][c:14]2[c:15]([O:24][CH3:25])[cH:16][c:17]([CH2:20][C:21](=[O:22])[O:23][CH2:33][CH2:32][CH2:31][S:28]([CH3:27])(=[O:29])=[O:30])[cH:18][cH:19]2)[c:6]([NH:8][CH2:9][CH2:10][CH2:11][CH3:12])[n:7]1.